Dataset: the Open Reaction Database (ORD), a public repository of structured organic reaction records. Task: describe an organic reaction: reactants, conditions, products, and yield Starting materials: C(C)(C)(C)OC(=O)N1CCC(CC1)NNC(=O)OC(C)(C)C (4-(N′-tert-Butoxycarbonyl-hydrazino)-piperidine-1-carboxylic acid tert-butyl ester), C(C)(C)(C)OC(=O)N1CCC(CC1)NNC(=O)OC(C)(C)C (4-(N′-tert-Butoxycarbonyl-hydrazino)-piperidine-1-carboxylic acid tert-butyl ester), Cl (hydrochloric acid). Conditions: temperature 90 celsius. Product: Cl.Cl.N1CCC(CC1)NN (Piperidin-4-yl-hydrazine dihydrochloride). Reaction SMILES: C(OC([N:8]1[CH2:13][CH2:12][CH:11]([NH:14][NH:15]C(OC(C)(C)C)=O)[CH2:10][CH2:9]1)=O)(C)(C)C.[ClH:23]>>[ClH:23].[ClH:23].[NH:8]1[CH2:13][CH2:12][CH:11]([NH:14][NH2:15])[CH2:10][CH2:9]1 |f:2.3.4|. Procedure details: A mixture of 0.1 mole of 4-(N′-tert-Butoxycarbonyl-hydrazino)-piperidine-1-carboxylic acid tert-butyl ester (starting compound A6) and 150 ml of concentrated hydrochloric acid is heated at 90° C. for 60 min after which the clear solution is evaporated. The residue is washed with tetrahydrofurane, filtered off and dried under vacuum. M.p. 256-259° C. Starting materials: NC1=NC(=CC(=N1)NCC1(CCC1)CO)Cl (2-amino-6-chloro-4-[[(1-hydroxymethyl-1-cyclobutyl)methyl]amino]pyrimidine), C1=CCCCC1 (cyclohexene). Reagents/catalysts: [OH-].[Pd+2].[OH-] (palladium hydroxide). Solvent: C(C)O (ethanol). Yields the product NC1=NC=CC(=N1)NCC1(CCC1)CO (2-Amino-4-[[(1-hydroxymethyl-1-cyclobutyl)methyl]amino]pyrimidine). As a reaction SMILES: [NH2:1][C:2]1[N:7]=[C:6]([NH:8][CH2:9][C:10]2([CH2:14][OH:15])[CH2:13][CH2:12][CH2:11]2)[CH:5]=[C:4](Cl)[N:3]=1.C1CCCCC=1>[OH-].[Pd+2].[OH-].C(O)C>[NH2:1][C:2]1[N:7]=[C:6]([NH:8][CH2:9][C:10]2([CH2:14][OH:15])[CH2:13][CH2:12][CH2:11]2)[CH:5]=[CH:4][N:3]=1 |f:2.3.4|. Reported procedure: To 2-amino-6-chloro-4-[[(1-hydroxymethyl-1-cyclobutyl)methyl]amino]pyrimidine (1.46 g, 6.0 mmol) were added ethanol (40 ml), cyclohexene (15 ml) and palladium hydroxide (0.2 g) in a nitrogen stream, and the mixture was refluxed for 2 hours. The reaction mixture was filtered and the solvent in the filtrate was distilled away under reduced pressure to give white amorphous crystals (1.34 g, quantitative). Reactants: Cl (HCl), C([O-])([O-])=O.[Na+].[Na+] (sodium carbonate), OC=1C=CC(=NC1)C (5-hydroxy-2-picoline), OO (hydrogen peroxide), OO (hydrogen peroxide). The solvent is N1=CC=CC=C1 (pyridine), C(C)(=O)O (acetic acid). Reaction conditions: temperature 120 celsius, time 3 hour. The product is C(=O)C1=NC=C(C=C1)O (2-Formyl-5-hydroxypyridine). Isolated yield 32.0%. As a reaction SMILES: [OH:1][C:2]1[CH:3]=[CH:4][C:5]([CH3:8])=[N:6][CH:7]=1.OO.Cl.C(=O)([O-])[O-:13].[Na+].[Na+]>C(O)(=O)C.N1C=CC=CC=1>[CH:8]([C:5]1[CH:4]=[CH:3][C:2]([OH:1])=[CH:7][N:6]=1)=[O:13] |f:3.4.5|. Procedure details: To a stirred solution of 21.8 g of 5-hydroxy-2-picoline (0.2 mol) in 200 mL of glacial acetic acid was added 18 mL of 30% hydrogen peroxide (0.159 mol) in one portion. The mixture was heated in an oil bath at 80°-85° C. with stirring for 3 h. Then another 18 mL of hydrogen peroxide was added and the mixture was stirred for 3 h at the same temperature. Excess solvent was removed in vacuo followed by the addition of acetone, which caused the pyridine N-oxide to crystallize. Without further purific...